This data is from the Open Reaction Database (ORD), a public repository of structured organic reaction records. The task is: describe an organic reaction: reactants, conditions, products, and yield Reactants: FC1=C(OC2=C(C(=O)NC3=CC=C(C(=O)O)C=C3)C=CC(=C2)C(C(F)(F)F)(F)F)C=CC(=C1)F (4-(2-(2,4-difluorophenoxy)-4-(perfluoroethyl)benzamido)benzoic Acid), FC1=CC(=C(C=C1)O)C (4-fluoro-2-methylphenol). Product: FC1=CC(=C(OC2=C(C(=O)NC3=CC=C(C(=O)O)C=C3)C=CC(=C2)C(C(F)(F)F)(F)F)C=C1)C (4-(2-(4-fluoro-2-methylphenoxy)-4-(perfluoroethyl)benzamido)benzoic acid). Reaction SMILES: F[C:2]1[CH:33]=[C:32]([F:34])[CH:31]=[CH:30][C:3]=1[O:4][C:5]1[CH:22]=[C:21]([C:23]([F:29])([F:28])[C:24]([F:27])([F:26])[F:25])[CH:20]=[CH:19][C:6]=1[C:7]([NH:9][C:10]1[CH:18]=[CH:17][C:13]([C:14]([OH:16])=[O:15])=[CH:12][CH:11]=1)=[O:8].F[C:36]1C=CC(O)=C(C)C=1>>[F:34][C:32]1[CH:31]=[CH:30][C:3]([O:4][C:5]2[CH:22]=[C:21]([C:23]([F:29])([F:28])[C:24]([F:26])([F:27])[F:25])[CH:20]=[CH:19][C:6]=2[C:7]([NH:9][C:10]2[CH:11]=[CH:12][C:13]([C:14]([OH:16])=[O:15])=[CH:17][CH:18]=2)=[O:8])=[C:2]([CH3:36])[CH:33]=1. Procedure: 4-(2-(4-fluoro-2-methylphenoxy)-4-(perfluoroethyl)benzamido)benzoic acid (3) was prepared following a procedure similar to the one reported above for compound 2 from 4-fluoro-2-methylphenol. Starting materials: ClC1=CC=CC2=C1SC=C2N (7-chloro-3-aminobenzo[b]thiophene), Cl.ClC1=CC=NC=C1 (4-chloropyridine hydrochloride). Run in C(=O)(O)[O-].[Na+] (NaHCO3), CN1CCCC1=O (NMP). Reaction conditions: time 5 minute. Yields the product Cl.ClC1=CC=CC2=C1SC=C2NC2=CC=NC=C2 (7-Chloro-3-(4-pyridinyl)aminobenzo[b]thiophene hydrochloride). The yield is 59.9%. Reaction SMILES: [Cl:1][C:2]1[C:7]2[S:8][CH:9]=[C:10]([NH2:11])[C:6]=2[CH:5]=[CH:4][CH:3]=1.Cl.Cl[C:14]1[CH:19]=[CH:18][N:17]=[CH:16][CH:15]=1>CN1C(=O)CCC1.C([O-])(O)=O.[Na+]>[ClH:1].[Cl:1][C:2]1[C:7]2[S:8][CH:9]=[C:10]([NH:11][C:14]3[CH:19]=[CH:18][N:17]=[CH:16][CH:15]=3)[C:6]=2[CH:5]=[CH:4][CH:3]=1 |f:1.2,4.5,6.7|. Procedure details: To a solution of 7-chloro-3-aminobenzo[b]thiophene (47.82 g, 325 mmole) in NMP (300 mL) was added 4-chloropyridine hydrochloride (50.78 g) and the reaction mixture was placed in a 130° C. oil bath. After stirring for 5 minutes, the reaction mixture was cooled, diluted with a saturated solution of NaHCO3, and extracted with ethyl acetate. The biphasic mixture was thick with precipitates which were removed by filtration over Celite. The organic layer was separated, washed with water, dried (MgSO4)... Reactants: [BH4-].[Li+] (lithium borohydride), CO (methanol), ClC=1C=C(OCC2CN(C(O2)=O)C(C(=O)OCC)C)C=CC1 (ethyl 2-[5-(3-chlorophenoxymethyl)-2-oxooxazolidin-3-yl]propionate). Solvent: O1CCCC1 (tetrahydrofuran), O1CCCC1 (tetrahydrofuran). Run at time 2 hour. Product: ClC=1C=C(OCC2CN(C(O2)=O)C(CO)C)C=CC1 (2-[5-(3-Chlorophenoxymethyl)-2-oxooxazolidin-3-yl]propanol). Yield: 36.2%. Reaction SMILES: [BH4-].[Li+].[Cl:3][C:4]1[CH:5]=[C:6]([CH:22]=[CH:23][CH:24]=1)[O:7][CH2:8][CH:9]1[O:13][C:12](=[O:14])[N:11]([CH:15]([CH3:21])[C:16](OCC)=[O:17])[CH2:10]1.CO>O1CCCC1>[Cl:3][C:4]1[CH:5]=[C:6]([CH:22]=[CH:23][CH:24]=1)[O:7][CH2:8][CH:9]1[O:13][C:12](=[O:14])[N:11]([CH:15]([CH3:21])[CH2:16][OH:17])[CH2:10]1 |f:0.1|. Procedure details: 0.4 g of lithium borohydride was added, whilst ice-cooling, to a solution of 2.95 g of ethyl 2-[5-(3-chlorophenoxymethyl)-2-oxooxazolidin-3-yl]propionate (prepared as described in Preparation 4) in 25 ml of tetrahydrofuran, and then a mixture of 0.37 ml of methanol and 5 ml of tetrahydrofuran was added dropwise to the resulting mixture. The reaction mixture was then stirred at room temperature for 2 hours. At the end of this time, the tetrahydrofuran was removed from the reaction mixture by evap... Reactants: Cc1[nH]cnc1C(F)(F)F, CN(C)C=O, FC(F)(F)c1cnc(Cl)c(Cl)c1, [H-], [Na+], O. The product is Cc1c(C(F)(F)F)ncn1-c1ncc(C(F)(F)F)cc1Cl. RXN SMILES: [CH3:1][c:2]1[c:3]([C:7]([F:8])([F:9])[F:10])[n:4][cH:5][nH:6]1.[CH:26]([N:27]([CH3:28])[CH3:29])=[O:30].[Cl:13][c:14]1[n:15][cH:16][c:17]([C:21]([F:22])([F:23])[F:24])[cH:18][c:19]1[Cl:20].[H-:11].[Na+:12].[OH2:25]>>[CH3:1][c:2]1[c:3]([C:7]([F:8])([F:9])[F:10])[n:4][cH:5][n:6]1-[c:14]1[n:15][cH:16][c:17]([C:21]([F:22])([F:23])[F:24])[cH:18][c:19]1[Cl:20]. Reactants: C(C)OC(CC1CN(CCC1)C(=O)C=1NC2=CC=CC=C2C1)=O (ethyl[1-(1H-indol-2-ylcarbonyl)piperidin-3-yl]acetate), [BH4-].[Li+] (lithium borohydride), O (Water). Solvent: C1CCOC1 (THF). Conditions: time 1 day. Product: N1C(=CC2=CC=CC=C12)C(=O)N1CC(CCC1)CCO (2-[1-(1H-indol-2-ylcarbonyl)piperidin-3-yl]ethanol). Yield: 27.1%. As a reaction SMILES: C([O:3][C:4](=O)[CH2:5][CH:6]1[CH2:11][CH2:10][CH2:9][N:8]([C:12]([C:14]2[NH:15][C:16]3[C:21]([CH:22]=2)=[CH:20][CH:19]=[CH:18][CH:17]=3)=[O:13])[CH2:7]1)C.[BH4-].[Li+].O>C1COCC1>[NH:15]1[C:16]2[C:21](=[CH:20][CH:19]=[CH:18][CH:17]=2)[CH:22]=[C:14]1[C:12]([N:8]1[CH2:9][CH2:10][CH2:11][CH:6]([CH2:5][CH2:4][OH:3])[CH2:7]1)=[O:13] |f:1.2|. Procedure details: To a solution of 500 mg of indole-2-carboxylic acid and 530 mg of ethyl piperidin-3-yl acetate in 8 mL of DMF were added 610 mg of 1-ethyl-3-(dimethylaminopropyl)carbodiimide hydrochloride and 430 mg of 1-hydroxybenzotriazole, followed by stirring at room temperature for 2 hours. 0.5M aqueous hydrochloric acid was added to the reaction liquid, followed by extraction with ethyl acetate. The organic layer was washed with 0.5M aqueous sodium hydroxide solution and saturated aqueous sodium chloride ...